This data is from the Open Reaction Database (ORD), a public repository of structured organic reaction records. The task is: describe an organic reaction: reactants, conditions, products, and yield Procedure details: A mixture of 3.0 g (0.009 mole) of 4-[5-(3,4-dichlorophenyl)-2-furanyl]-4-hydroxybutanoic acid and 50 ml of 10% hydrochloric acid was heated at 55° for 21/2 hrs and then cooled. The resulting solid was filtered, dissolved in ethyl acetate and dried over MgSO4. The MgSO4 was removed by filtration and the filtrate was diluted with hexane. The resulting solid was filtered and dried in the vacuum pistol at room temperature to yield 1.2 g (45%), m.p. 89°-90°. Reaction SMILES: [Cl:1][C:2]1[CH:3]=[C:4]([C:9]2[O:13][C:12]([CH:14]([OH:20])[CH2:15][CH2:16][C:17]([OH:19])=O)=[CH:11][CH:10]=2)[CH:5]=[CH:6][C:7]=1[Cl:8]>Cl>[Cl:1][C:2]1[CH:3]=[C:4]([C:9]2[O:13][C:12]([CH:14]3[O:20][C:17](=[O:19])[CH2:16][CH2:15]3)=[CH:11][CH:10]=2)[CH:5]=[CH:6][C:7]=1[Cl:8]. Yields the product ClC=1C=C(C=CC1Cl)C1=CC=C(O1)C1CCC(O1)=O (5-[5-(3,4-Dichlorophenyl)-2-furanyl]dihydro-2(3H)-furanone). The reactants are ClC=1C=C(C=CC1Cl)C1=CC=C(O1)C(CCC(=O)O)O (4-[5-(3,4-dichlorophenyl)-2-furanyl]-4-hydroxybutanoic acid). Solvent: Cl (hydrochloric acid). Reactants: C(C)NCC (diethylamine), BrC=1C(CCC1C1=CC=C(C=C1)S(=O)(=O)C)=O (2-bromo-3-(4-(methylsulfonyl)phenyl)-2-cyclopenten-1-one), FC=1C=C(C=C(C1)F)B(O)O (3,5-difluorophenylboronic acid), C1(=CC=CC=C1)P(C1=CC=CC=C1)C1=CC=CC=C1 (triphenylphosphine). The reagents and catalysts are C=1C=CC(=CC1)/C=C/C(=O)/C=C/C2=CC=CC=C2.C=1C=CC(=CC1)/C=C/C(=O)/C=C/C2=CC=CC=C2.C=1C=CC(=CC1)/C=C/C(=O)/C=C/C2=CC=CC=C2.[Pd].[Pd] (tris(dibenzylideneacetone)dipalladium(0)). Solvent: C1(=CC=CC=C1)C (toluene). Run at time 10 minute. Product: FC=1C=C(C=C(C1)F)C=1C(CCC1C1=CC=C(C=C1)S(=O)(=O)C)=O (2-(3,5-Difluorophenyl)-3-(4-(methylsulfonyl)phenyl)-2-cyclopenten-1-one). Yield: 30.3%. RXN SMILES: Br[C:2]1[C:3](=[O:17])[CH2:4][CH2:5][C:6]=1[C:7]1[CH:12]=[CH:11][C:10]([S:13]([CH3:16])(=[O:15])=[O:14])=[CH:9][CH:8]=1.[F:18][C:19]1[CH:20]=[C:21](B(O)O)[CH:22]=[C:23]([F:25])[CH:24]=1.C1(P(C2C=CC=CC=2)C2C=CC=CC=2)C=CC=CC=1.C(NCC)C>C1C=CC(/C=C/C(/C=C/C2C=CC=CC=2)=O)=CC=1.C1C=CC(/C=C/C(/C=C/C2C=CC=CC=2)=O)=CC=1.C1C=CC(/C=C/C(/C=C/C2C=CC=CC=2)=O)=CC=1.[Pd].[Pd].C1(C)C=CC=CC=1>[F:18][C:19]1[CH:20]=[C:21]([C:2]2[C:3](=[O:17])[CH2:4][CH2:5][C:6]=2[C:7]2[CH:12]=[CH:11][C:10]([S:13]([CH3:16])(=[O:15])=[O:14])=[CH:9][CH:8]=2)[CH:22]=[C:23]([F:25])[CH:24]=1 |f:4.5.6.7.8|. Procedure: To a mixture of 2-bromo-3-(4-(methylsulfonyl)phenyl)-2-cyclopenten-1-one (664 mg, 2.11 mmol), 3,5-difluorophenylboronic acid (832 mg, 5.27 mmol), tris(dibenzylideneacetone)dipalladium(0) (83 mg, 0.09 mmol), and triphenylphosphine (96 mg, 0.36 mmol) was added 40 mL of 3:1:1 toluene:n-propanol:water and the mixture was purged with nitrogen. After stirring 10 min, diethylamine (1.1 mL, 10.6 mmol) was added and the solution was heated to reflux for 4 h. The mixture was cooled and partitioned between...